Dataset: the Open Reaction Database (ORD), a public repository of structured organic reaction records. Task: describe an organic reaction: reactants, conditions, products, and yield Starting materials: N[C@@H](C(C)C)C(=O)C(F)(F)C(F)(F)F.Cl (H-Val-CF2CF3.HCl), N([C@@H](C(C)C)C(=O)N1[C@H](C(=O)O)CCC1)C(=O)OC(C)(C)C (Boc—Val—Pro—OH), CN1CCOCC1 (NMM), CN1CCOCC1 (NMM). Run in C(Cl)Cl (CH2Cl2), CC#N (CH3CN), C(Cl)Cl (CH2Cl2). Reaction conditions: temperature -16 celsius, time 5 minute. Product: N([C@@H](C(C)C)C(=O)N1[C@H](C(=O)N[C@@H](C(C)C)C(=O)C(F)(F)C(F)(F)F)CCC1)C(=O)OC(C)(C)C (Boc-Val-Pro-Val-CF2CF3). Yield: 88.1%. RXN SMILES: [NH:1]([C:16]([O:18][C:19]([CH3:22])([CH3:21])[CH3:20])=[O:17])[C@H:2]([C:6]([N:8]1[CH2:15][CH2:14][CH2:13][C@H:9]1[C:10]([OH:12])=O)=[O:7])[CH:3]([CH3:5])[CH3:4].CN1CCOCC1.[NH2:30][C@H:31]([C:35]([C:37]([C:40]([F:43])([F:42])[F:41])([F:39])[F:38])=[O:36])[CH:32]([CH3:34])[CH3:33].Cl>C(Cl)Cl.CC#N>[NH:1]([C:16]([O:18][C:19]([CH3:22])([CH3:21])[CH3:20])=[O:17])[C@H:2]([C:6]([N:8]1[CH2:15][CH2:14][CH2:13][C@H:9]1[C:10]([NH:30][C@H:31]([C:35]([C:37]([C:40]([F:41])([F:42])[F:43])([F:38])[F:39])=[O:36])[CH:32]([CH3:33])[CH3:34])=[O:12])=[O:7])[CH:3]([CH3:4])[CH3:5] |f:2.3|. Procedure details: To a stirred solution of Boc—Val—Pro—OH (1.10 g, 3.5 mmole) in CH2Cl2 (20 ml) under argon, cooled to −17° C., was added NMM (0.40 ml, 3.68 mmole). After 5 minutes, 1 equivalent (0.45 ml, 3.5 mmole) of IBCF was added and a light suspension formed several minutes later. After 20 minutes NMM (0.4 ml, 3.68 mmol) was added followed by a suspension of H-Val-CF2CF3.HCl (0.88 g, 3.50 mol) in CH2Cl2 (10 ml) plus CH3CN (10 ml) dropwise (from an addition funnel) over ca. 15 minutes. The reaction was stirre...